From a dataset of the Open Reaction Database (ORD), a public repository of structured organic reaction records. describe an organic reaction: reactants, conditions, products, and yield The product is CC1CC(NC(=O)OC(C)(C)C)C(=O)N1CC(=O)O. As a reaction SMILES: [CH2:1]([CH3:2])[O:3][C:4]([CH2:5][N:6]1[C:7](=[O:20])[CH:8]([NH:12][C:13](=[O:14])[O:15][C:16]([CH3:17])([CH3:18])[CH3:19])[CH2:9][CH:10]1[CH3:11])=[O:21].[CH3:24][CH2:25][OH:26].[Na+:23].[OH-:22]>>[O:3]=[C:4]([CH2:5][N:6]1[C:7](=[O:20])[CH:8]([NH:12][C:13](=[O:14])[O:15][C:16]([CH3:17])([CH3:18])[CH3:19])[CH2:9][CH:10]1[CH3:11])[OH:21]. Reactants: CCOC(=O)CN1C(=O)C(NC(=O)OC(C)(C)C)CC1C, CCO, [Na+], [OH-]. Reactants: O=C([O-])[O-], OCCCCl, [K+], [K+], C1COCCO1, c1c[nH]cn1. The product is OCCCn1ccnc1. As a reaction SMILES: [C:6](=[O:7])([O-:8])[O-:9].[Cl:12][CH2:13][CH2:14][CH2:15][OH:16].[K+:10].[K+:11].[O:17]1[CH2:18][CH2:19][O:20][CH2:21][CH2:22]1.[nH:1]1[cH:2][n:3][cH:4][cH:5]1>>[n:1]1([CH2:13][CH2:14][CH2:15][OH:16])[cH:2][n:3][cH:4][cH:5]1. The reactants are O=C(Cl)OCc1ccccc1, Cl, NCCCC(=O)O, [Na+], C1COCCO1, [OH-]. The product is O=C(O)CCCNC(=O)OCc1ccccc1. Reaction SMILES: [Cl:1][C:2](=[O:3])[O:4][CH2:5][c:6]1[cH:7][cH:8][cH:9][cH:10][cH:11]1.[ClH:19].[NH2:12][CH2:13][CH2:14][CH2:15][C:16](=[O:17])[OH:18].[Na+:27].[O:20]1[CH2:21][CH2:22][O:23][CH2:24][CH2:25]1.[OH-:26]>>[C:2](=[O:3])([O:4][CH2:5][c:6]1[cH:7][cH:8][cH:9][cH:10][cH:11]1)[NH:12][CH2:13][CH2:14][CH2:15][C:16](=[O:17])[OH:18]. The reactants are FC(C=1C=C(CN([C@H]2CCCN(C=3C2=CC=2COCC2C3)CC3=CC=NC=C3)C=3N=NN(N3)C)C=C(C1)C(F)(F)F)(F)F ((S)-(3,5-Bis-trifluoromethyl-benzyl)-(2-methyl-2H-tetrazol-5-yl)-(5-pyridin-4-ylmethyl-3,5,6,7,8,9-hexahydro-1H-2-oxa-5-aza-cyclohepta[f]inden-9-yl)-amine), Cl (HCl), solution. Solvent: diethyl ethyl ether, C(C)OCC (diethyl ether). The product is Cl.FC(C=1C=C(CN([C@H]2CCCN(C=3C2=CC=2COCC2C3)CC3=CC=NC=C3)C=3N=NN(N3)C)C=C(C1)C(F)(F)F)(F)F ((S)-(3,5-Bis-trifluoromethyl-benzyl)-(2-methyl-2H-tetrazol-5-yl)-(5-pyridin-4-ylmethyl-3,5,6,7,8,9-hexahydro-1H-2-oxa-5-aza-cyclohepta[f]inden-9-yl)-amine Hydrochloride). Reaction SMILES: [F:1][C:2]([F:43])([F:42])[C:3]1[CH:4]=[C:5]([CH:35]=[C:36]([C:38]([F:41])([F:40])[F:39])[CH:37]=1)[CH2:6][N:7]([C:29]1[N:30]=[N:31][N:32]([CH3:34])[N:33]=1)[C@@H:8]1[C:14]2=[CH:15][C:16]3[CH2:17][O:18][CH2:19][C:20]=3[CH:21]=[C:13]2[N:12]([CH2:22][C:23]2[CH:28]=[CH:27][N:26]=[CH:25][CH:24]=2)[CH2:11][CH2:10][CH2:9]1.[ClH:44]>C(OCC)C>[ClH:44].[F:43][C:2]([F:1])([F:42])[C:3]1[CH:4]=[C:5]([CH:35]=[C:36]([C:38]([F:39])([F:40])[F:41])[CH:37]=1)[CH2:6][N:7]([C:29]1[N:30]=[N:31][N:32]([CH3:34])[N:33]=1)[C@@H:8]1[C:14]2=[CH:15][C:16]3[CH2:17][O:18][CH2:19][C:20]=3[CH:21]=[C:13]2[N:12]([CH2:22][C:23]2[CH:24]=[CH:25][N:26]=[CH:27][CH:28]=2)[CH2:11][CH2:10][CH2:9]1 |f:3.4|. Procedure: To a solution of (S)-(3,5-Bis-trifluoromethyl-benzyl)-(2-methyl-2H-tetrazol-5-yl)-(5-pyridin-4-ylmethyl-3,5,6,7,8,9-hexahydro-1H-2-oxa-5-aza-cyclohepta[f]inden-9-yl)-amine (Example 103) in diethyl ethyl ether, add HCl as a 1.0 M solution in diethyl ether. Remove solvent under a slow stream of nitrogen followed by vacuum to obtain the title compound as an off white solid. MS (ES+): 580 (M+H). The reactants are [Al+3], CC(C)(O)CC(=NO)C1(c2ccc(Cl)cc2)CCC1, [H-], [H-], [H-], [H-], [Li+], [Na+], C1CCOC1, [OH-], O, O=C(O)C=CC(=O)O. Yields the product CC(C)(O)CC(N)C1(c2ccc(Cl)cc2)CCC1. As a reaction SMILES: [Al+3:21].[Cl:1][c:2]1[cH:3][cH:4][c:5]([C:8]2([C:12]([CH2:13][C:14]([CH3:15])([CH3:16])[OH:17])=[N:18][OH:19])[CH2:9][CH2:10][CH2:11]2)[cH:6][cH:7]1.[H-:20].[H-:23].[H-:24].[H-:25].[Li+:22].[Na+:35].[O:36]1[CH2:37][CH2:38][CH2:39][CH2:40]1.[OH-:34].[OH2:41].[OH:26][C:27]([CH:28]=[CH:29][C:30](=[O:31])[OH:32])=[O:33]>>[Cl:1][c:2]1[cH:3][cH:4][c:5]([C:8]2([CH:12]([CH2:13][C:14]([CH3:15])([CH3:16])[OH:17])[NH2:18])[CH2:9][CH2:10][CH2:11]2)[cH:6][cH:7]1.